Dataset: the Open Reaction Database (ORD), a public repository of structured organic reaction records. Task: describe an organic reaction: reactants, conditions, products, and yield Starting materials: CC(C)(CO)CO, Cc1ccccc1, CCCc1c(Cc2ccc(-c3ccccc3C#N)cc2)c(=O)n(C2CCC(=O)CC2)c2ncnn12, O, Cc1ccc(S(=O)(=O)O)cc1. Product: CCCc1c(Cc2ccc(-c3ccccc3C#N)cc2)c(=O)n(C2CCC3(CC2)OCC(C)(C)CO3)c2ncnn12. RXN SMILES: [CH3:36][C:37]([CH2:38][OH:39])([CH2:40][OH:41])[CH3:42].[CH3:55][c:56]1[cH:57][cH:58][cH:59][cH:60][cH:61]1.[O:1]=[c:2]1[n:3]([CH:29]2[CH2:30][CH2:31][C:32](=[O:35])[CH2:33][CH2:34]2)[c:4]2[n:5]([c:6]([CH2:23][CH2:24][CH3:25])[c:7]1[CH2:8][c:9]1[cH:10][cH:11][c:12](-[c:15]3[c:16]([C:21]#[N:22])[cH:17][cH:18][cH:19][cH:20]3)[cH:13][cH:14]1)[n:26][cH:27][n:28]2.[OH2:43].[c:44]1([CH3:45])[cH:46][cH:47][c:48]([S:49]([OH:50])(=[O:51])=[O:52])[cH:53][cH:54]1>>[O:1]=[c:2]1[n:3]([CH:29]2[CH2:30][CH2:31][C:32]3([CH2:33][CH2:34]2)[O:35][CH2:40][C:37]([CH3:36])([CH3:42])[CH2:38][O:39]3)[c:4]2[n:5]([c:6]([CH2:23][CH2:24][CH3:25])[c:7]1[CH2:8][c:9]1[cH:10][cH:11][c:12](-[c:15]3[c:16]([C:21]#[N:22])[cH:17][cH:18][cH:19][cH:20]3)[cH:13][cH:14]1)[n:26][cH:27][n:28]2. Reactants: [BH3-]C#N, CCc1cccc(CC)c1C=O, CO, CCCCCC, Cc1nc2c(N)cccn2c1C, [Na+], [Na+], [OH-]. The product is CCc1cccc(CC)c1CNc1cccn2c(C)c(C)nc12. RXN SMILES: [C:25]([BH3-:26])#[N:27].[CH2:13]([CH3:14])[c:15]1[c:16]([CH:17]=[O:18])[c:19]([CH2:23][CH3:24])[cH:20][cH:21][cH:22]1.[CH3:31][OH:32].[CH3:33][CH2:34][CH2:35][CH2:36][CH2:37][CH3:38].[NH2:1][c:2]1[c:3]2[n:4]([cH:5][cH:6][cH:7]1)[c:8]([CH3:12])[c:9]([CH3:11])[n:10]2.[Na+:28].[Na+:30].[OH-:29]>>[NH:1]([c:2]1[c:3]2[n:4]([cH:5][cH:6][cH:7]1)[c:8]([CH3:12])[c:9]([CH3:11])[n:10]2)[CH2:17][c:16]1[c:15]([CH2:13][CH3:14])[cH:22][cH:21][cH:20][c:19]1[CH2:23][CH3:24]. Starting materials: C(C)(C)(C)OC(N(C)CC(C1=CC=CC=C1)NC1=NC=NC2=C(C=C(C=C12)OC)C(N)=O)=O ([2-(8-carbamoyl-6-methoxy-quinazolin-4-ylamino)-2-phenyl-ethyl]-methyl-carbamic acid tert-butyl ester), C1CCOC1 (THF), Cl (HCl). Solvent: O1CCOCC1 (dioxane). Reaction conditions: time 8 hour. Product: COC=1C=C2C(=NC=NC2=C(C1)C(=O)N)NC(CNC)C1=CC=CC=C1 (6-methoxy-4-(2-methylamino-1-phenyl-ethylamino)-quinazoline-8-carboxylic acid amide). Isolated yield 100.0%. Reaction SMILES: C(O[C:6](=O)[N:7]([CH2:9][CH:10]([NH:17][C:18]1[C:27]2[C:22](=[C:23]([C:30](=[O:32])[NH2:31])[CH:24]=[C:25]([O:28][CH3:29])[CH:26]=2)[N:21]=[CH:20][N:19]=1)[C:11]1[CH:16]=[CH:15][CH:14]=[CH:13][CH:12]=1)C)(C)(C)C.C1COCC1.Cl>O1CCOCC1>[CH3:29][O:28][C:25]1[CH:26]=[C:27]2[C:22](=[C:23]([C:30]([NH2:31])=[O:32])[CH:24]=1)[N:21]=[CH:20][N:19]=[C:18]2[NH:17][CH:10]([C:11]1[CH:16]=[CH:15][CH:14]=[CH:13][CH:12]=1)[CH2:9][NH:7][CH3:6]. Reported procedure: A scintillation vial equipped with a stir bar was charged with [2-(8-carbamoyl-6-methoxy-quinazolin-4-ylamino)-2-phenyl-ethyl]-methyl-carbamic acid tert-butyl ester (150 mg, 0.33 mmol) and THF, (5 mL). Then, 4 M HCl in dioxane, (5 mL) was added at RT and the mixture was stirred overnight. After 18 h, a white precipitate had formed and LCMS indicated consumption of SM. The mixture was diluted with Et2O (30 mL) and the precipitate was filtered through a filter paper and washed with Et2O, (30 mL). ... The reactants are FC(CN(C(C1=CC(=NC(=C1)C(F)(F)F)C(F)(F)F)=O)C=1C=NC=CC1C1=C(C=C(C=C1)F)OC)F (N-(2,2-Difluoro-ethyl)-N-[4-(4-fluoro-2-methoxy-phenyl)-pyridin-3-yl]-2,6-bis-trifluoromethyl-isonicotinamide), FC(CN(C(C1=CC(=NC(=C1)C(F)(F)F)C(F)(F)F)=O)C=1C=NC=CC1C1=C(C=C(C=C1)F)OC)F (N-(2,2-Difluoro-ethyl)-N-[4-(4-fluoro-2-methoxy-phenyl)-pyridin-3-yl]-2,6-bis-trifluoromethyl-isonicotinamide), COC1=NC=CC=C1B(O)O (2-methoxypyridine-3-boronic acid). Solvent: CCCCCCC.CCOC(=O)C (n-heptane EtOAc). Product: FC(CNC=1C=NC=CC1C=1C(=NC=CC1)OC)F ((2,2-Difluoro-ethyl)-(2-methoxy-[3,4]bipyridinyl-3′-yl)-amine). As a reaction SMILES: [F:1][CH:2]([F:36])[CH2:3][N:4]([C:21]1[CH:22]=[N:23][CH:24]=[CH:25][C:26]=1[C:27]1[CH:32]=[CH:31][C:30](F)=C[C:28]=1[O:34][CH3:35])C(=O)C1C=C(C(F)(F)F)N=C(C(F)(F)F)C=1.COC1C(B(O)O)=CC=C[N:40]=1>CCCCCCC.CCOC(C)=O>[F:1][CH:2]([F:36])[CH2:3][NH:4][C:21]1[CH:22]=[N:23][CH:24]=[CH:25][C:26]=1[C:27]1[C:28]([O:34][CH3:35])=[N:40][CH:30]=[CH:31][CH:32]=1 |f:2.3|. Procedure details: The title compound was prepared in analogy to example 72, from (2,2-difluoro-ethyl)-(4-iodo-pyridin-3-yl)-amine (example 153, intermediate b) and 2-methoxypyridine-3-boronic acid (CAS RN 163105-90-6) and using a gradient of n-heptane:EtOAc (100:0 to 50:50) for the chromatographic purification. Colorless solid (83%). MS (ESI): m/z=266.11 [M+H]+. Reactants: CC1(OC2=C(O1)C=CC(=C2)SC)C (2,2-dimethyl-5-(methylthio)-1,3-benzodioxol), ClC1=CC(=CC=C1)C(=O)OO (m-chloroperbenzoic acid). The solvent is C(Cl)Cl (methylene chloride). Run at temperature 0 celsius, time 1 hour. The product is CC1(OC2=C(O1)C=CC(=C2)S(=O)C)C (2,2-dimethyl-5-(methyl-sulphinyl)-1,3-benzodioxol). As a reaction SMILES: [CH3:1][C:2]1([CH3:13])[O:6][C:5]2[CH:7]=[CH:8][C:9]([S:11][CH3:12])=[CH:10][C:4]=2[O:3]1.ClC1C=CC=C(C(OO)=[O:22])C=1>C(Cl)Cl>[CH3:1][C:2]1([CH3:13])[O:6][C:5]2[CH:7]=[CH:8][C:9]([S:11]([CH3:12])=[O:22])=[CH:10][C:4]=2[O:3]1. Reported procedure: A solution of 19.6 g of 2,2-dimethyl-5-(methylthio)-1,3-benzodioxol in 500 ml of methylene chloride was treated at 0° C. with 20.3 g of 85% m-chloroperbenzoic acid. The mixture was subsequently stirred at 0° C. for 1 hour. A white precipitate resulted. The reaction mixture was extracted with 400 ml of 17% aqueous sodium carbonate solution and 400 ml of water. The organic phase was dried over sodium sulphate and freed from solvent in a vacuum. The residue was taken up in a small amount of methyle...